This data is from the Open Reaction Database (ORD), a public repository of structured organic reaction records. The task is: describe an organic reaction: reactants, conditions, products, and yield Starting materials: C[Al](C)C, Cc1ccccc1, ClC(Cl)Cl, [Cl-], N#Cc1ccc(F)cc1, [NH4+]. The product is N=C(N)c1ccc(F)cc1. Reaction SMILES: [CH3:1][Al:2]([CH3:3])[CH3:4].[CH3:5][c:6]1[cH:7][cH:8][cH:9][cH:10][cH:11]1.[CH:23]([Cl:24])([Cl:25])[Cl:26].[Cl-:12].[F:14][c:15]1[cH:16][cH:17][c:18]([C:19]#[N:20])[cH:21][cH:22]1.[NH4+:13]>>[NH:13]=[C:19]([c:18]1[cH:17][cH:16][c:15]([F:14])[cH:22][cH:21]1)[NH2:20]. Reactants: C(C)(=O)OC(C)=O (Acetic anhydride), COC(CCC1CC(CC(C1)C)O)(C)C (3-(3-methoxy-3-methylbut-1-yl)-5-methylcyclohexan-1-ol), C(C)(=O)[O-].[Na+] (sodium acetate). Solvent: C1(=CC=CC=C1)C (toluene). The product is C(C)(=O)OC1CC(CC(C1)C)CCC(C)(C)OC (1-acetoxy-3-(3-methoxy-3-methylbut-1-yl)-5-methylcyclohexane). As a reaction SMILES: [C:1]([O:4][C:5](=[O:7])[CH3:6])(=O)[CH3:2].[CH3:8][O:9][C:10]([CH3:22])([CH3:21])[CH2:11][CH2:12][CH:13]1[CH2:18][CH:17]([CH3:19])[CH2:16]C(O)C1.C([O-])(=O)C.[Na+]>C1(C)C=CC=CC=1>[C:5]([O:4][CH:1]1[CH2:16][CH:17]([CH3:19])[CH2:18][CH:13]([CH2:12][CH2:11][C:10]([O:9][CH3:8])([CH3:22])[CH3:21])[CH2:2]1)(=[O:7])[CH3:6] |f:2.3|. Reported procedure: Acetic anhydride (1.4 mL, 0.014 mol), 3-(3-methoxy-3-methylbut-1-yl)-5-methylcyclohexan-1-ol (2.0 g, 0.0093 mol), toluene (3.0 mL) and sodium acetate (0.05 g) were combined and heated at reflux for 16 hours. Workup provided 1-acetoxy-3-(3-methoxy-3-methylbut-1-yl)-5-methylcyclohexane, bp0.5 175°-177° C. (1.61 g) as a mixture of diasteroisomers (ratio 92.3:3.2:4.5); NMR(CDCl3)δ0.6(q,1H), 0.9(d,3H), 1.0-1.3(m,3H), 1.2(s,6H), 1.4-1.6(m,4H), 1.6-2.0(m,4H), 2.1(s,3H), 3.2(s,3H), 5.1(m,1H); IR(neat) 2... Reactants: C(C)OC(=O)N1CCC2=C(C=3CCCC3C=C2)CC1 (1,3,6,7,9,10-Hexahydro-2H-8-aza-cyclohepta[e]indene-8-carboxylic acid ethyl ester), [Si](C)(C)(C)I (TMSI), CO (methanol). Run in C(Cl)(Cl)Cl (CHCl3). Run at temperature 60 celsius. Yields the product C1CCC=2C=CC3=C(C12)CCNCC3 (1,2,3,6,7,8,9,10-Octahydro-8-aza-cyclohepta[e]indene). The yield is 63.6%. RXN SMILES: C(OC([N:6]1[CH2:19][CH2:18][C:10]2[C:11]3[CH2:12][CH2:13][CH2:14][C:15]=3[CH:16]=[CH:17][C:9]=2[CH2:8][CH2:7]1)=O)C.[Si](I)(C)(C)C.CO>C(Cl)(Cl)Cl>[CH2:12]1[C:11]2[C:10]3[CH2:18][CH2:19][NH:6][CH2:7][CH2:8][C:9]=3[CH:17]=[CH:16][C:15]=2[CH2:14][CH2:13]1. Procedure: Into a glass vial, the product from step (a) (0.126 mmol) in CHCl3 (3 ml) was placed. To this stirred solution, TMSI (172 μL, 1.26 mmol) was added. The reaction mixture was heated to 60° C. for 3 h. The reaction mixture was allowed to cool to room temperature and methanol (1 ml) was added to quench. The solvent was evaporated in vacuo to give the crude product as a yellow residue. The crude product was purified by semi-prep RP-HPLC to give the title compound as light yellow oil (15 mg). Recovere...